This data is from the Open Reaction Database (ORD), a public repository of structured organic reaction records. The task is: describe an organic reaction: reactants, conditions, products, and yield The reactants are COc1cc(C(S)CS)cc(OC)c1OC, COc1cc(C=O)cc(I)c1O, O, Cc1ccc(S(=O)(=O)[O-])cc1, c1ccccc1, c1ccccc1, c1cc[nH+]cc1. Product: COc1cc(C2SCC(c3cc(OC)c(OC)c(OC)c3)S2)cc(I)c1O. As a reaction SMILES: [CH3:1][O:2][c:3]1[cH:4][c:5]([CH:13]([CH2:14][SH:15])[SH:16])[cH:6][c:7]([O:11][CH3:12])[c:8]1[O:9][CH3:10].[I:17][c:18]1[c:19]([OH:28])[c:20]([O:26][CH3:27])[cH:21][c:22]([CH:23]=[O:24])[cH:25]1.[OH2:52].[c:29]1([CH3:30])[cH:31][cH:32][c:33]([S:34]([O-:35])(=[O:36])=[O:37])[cH:38][cH:39]1.[cH:46]1[cH:47][cH:48][cH:49][cH:50][cH:51]1.[cH:53]1[cH:54][cH:55][cH:56][cH:57][cH:58]1.[nH+:40]1[cH:41][cH:42][cH:43][cH:44][cH:45]1>>[CH3:1][O:2][c:3]1[cH:4][c:5]([CH:13]2[CH2:14][S:15][CH:23]([c:22]3[cH:21][c:20]([O:26][CH3:27])[c:19]([OH:28])[c:18]([I:17])[cH:25]3)[S:16]2)[cH:6][c:7]([O:11][CH3:12])[c:8]1[O:9][CH3:10]. The reactants are C1(CCCC1)C[C@@H](C(=O)N1N(CC[C@H]1C(=O)NC1=NC=CC(=N1)C1=NC=CC=C1)C(=O)OCC1=CC=CC=C1)CN(O)C=O (phenylmethyl (3S)-2-((2R)-3-cyclopentyl-2-{[formyl(hydroxy)amino]methyl}propanoyl)-3-({[4-(2-pyridinyl)-2-pyrimidinyl]amino}carbonyl)-1-pyrazolidinecarboxylate). Reagents/catalysts: [OH-].[OH-].[Pd+2] (Pd(OH)2/C). The solvent is CO (methanol). Reaction conditions: time 2 hour. The product is C1(CCCC1)C[C@@H](C(=O)N1NCC[C@H]1C(=O)NC1=NC=CC(=N1)C1=NC=CC=C1)CN(O)C=O ((3S)-2-((2R)-3-Cyclopentyl-2-{[formyl(hydroxy)amino]methyl}propanoyl)-N-[4-(2-pyridinyl)-2-pyrimidinyl]-3-pyrazolidinecarboxamide). Isolated yield 56.5%. As a reaction SMILES: [CH:1]1([CH2:6][C@H:7]([CH2:40][N:41]([CH:43]=[O:44])[OH:42])[C:8]([N:10]2[C@H:14]([C:15]([NH:17][C:18]3[N:23]=[C:22]([C:24]4[CH:29]=[CH:28][CH:27]=[CH:26][N:25]=4)[CH:21]=[CH:20][N:19]=3)=[O:16])[CH2:13][CH2:12][N:11]2C(OCC2C=CC=CC=2)=O)=[O:9])[CH2:5][CH2:4][CH2:3][CH2:2]1>CO.[OH-].[OH-].[Pd+2]>[CH:1]1([CH2:6][C@H:7]([CH2:40][N:41]([CH:43]=[O:44])[OH:42])[C:8]([N:10]2[C@H:14]([C:15]([NH:17][C:18]3[N:23]=[C:22]([C:24]4[CH:29]=[CH:28][CH:27]=[CH:26][N:25]=4)[CH:21]=[CH:20][N:19]=3)=[O:16])[CH2:13][CH2:12][NH:11]2)=[O:9])[CH2:2][CH2:3][CH2:4][CH2:5]1 |f:2.3.4|. Procedure: To a solution of phenylmethyl (3S)-2-((2R)-3-cyclopentyl-2-{[formyl(hydroxy)amino]methyl}propanoyl)-3-({[4-(2-pyridinyl)-2-pyrimidinyl]amino}carbonyl)-1-pyrazolidinecarboxylate (32 mg, 0.053 mmol) in methanol (3 mL) was added Pd(OH)2/C (7 mg). The mixture was degassed and then stirred under an H2 atmosphere for 2 h at rt. The catalyst was filtered off. The filtrate was concentrated and the residue was purified by pre-HPLC to provide the title compound (14 mg, 56%). LCMS: (M+H)+: 468.2.